Dataset: the Open Reaction Database (ORD), a public repository of structured organic reaction records. Task: describe an organic reaction: reactants, conditions, products, and yield The reactants are COCCCN1CCOc2ccc(COC3CN(C(=O)OCc4ccccc4)CC(CN=[N+]=[N-])C3c3ccc(COCC(C)COC)cc3)cc21, CO, N, C1CCOC1, O, c1ccc(P(c2ccccc2)c2ccccc2)cc1. The product is COCCCN1CCOc2ccc(COC3CN(C(=O)OCc4ccccc4)CC(CN)C3c3ccc(COCC(C)COC)cc3)cc21. RXN SMILES: [CH2:20]([c:21]1[cH:22][cH:23][cH:24][cH:25][cH:26]1)[O:27][C:28](=[O:29])[N:30]1[CH2:31][CH:32]([CH2:67][N:68]=[N+:69]=[N-:70])[CH:33]([c:53]2[cH:54][cH:55][c:56]([CH2:59][O:60][CH2:61][CH:62]([CH2:63][O:64][CH3:65])[CH3:66])[cH:57][cH:58]2)[CH:34]([O:36][CH2:37][c:38]2[cH:39][cH:40][c:41]3[c:42]([cH:52]2)[N:43]([CH2:47][CH2:48][CH2:49][O:50][CH3:51])[CH2:44][CH2:45][O:46]3)[CH2:35]1.[CH3:71][OH:72].[NH3:79].[O:73]1[CH2:74][CH2:75][CH2:76][CH2:77]1.[OH2:78].[c:1]1([P:2]([c:3]2[cH:4][cH:5][cH:6][cH:7][cH:8]2)[c:9]2[cH:10][cH:11][cH:12][cH:13][cH:14]2)[cH:15][cH:16][cH:17][cH:18][cH:19]1>>[CH2:20]([c:21]1[cH:22][cH:23][cH:24][cH:25][cH:26]1)[O:27][C:28](=[O:29])[N:30]1[CH2:31][CH:32]([CH2:67][NH2:68])[CH:33]([c:53]2[cH:54][cH:55][c:56]([CH2:59][O:60][CH2:61][CH:62]([CH2:63][O:64][CH3:65])[CH3:66])[cH:57][cH:58]2)[CH:34]([O:36][CH2:37][c:38]2[cH:39][cH:40][c:41]3[c:42]([cH:52]2)[N:43]([CH2:47][CH2:48][CH2:49][O:50][CH3:51])[CH2:44][CH2:45][O:46]3)[CH2:35]1. Reactants: FC1=NC=NC(=C1F)F (4,5,6-trifluoropyrimidine), CC1CNCC(C1)C (3,5-dimethylpiperidine). Run in C1(=CC=CC=C1)C (toluene), C1(=CC=CC=C1)C (toluene). The product is FC1=NC=NC(=C1F)N1CC(CC(C1)C)C (4,5-difluoro-6-(3,5-dimethylpiperidino)pyrimidine). The yield is 97.9%. As a reaction SMILES: F[C:2]1[C:7]([F:8])=[C:6]([F:9])[N:5]=[CH:4][N:3]=1.[CH3:10][CH:11]1[CH2:16][CH:15]([CH3:17])[CH2:14][NH:13][CH2:12]1>C1(C)C=CC=CC=1>[F:9][C:6]1[C:7]([F:8])=[C:2]([N:13]2[CH2:14][CH:15]([CH3:17])[CH2:16][CH:11]([CH3:10])[CH2:12]2)[N:3]=[CH:4][N:5]=1. Procedure: Into 6 ml of toluene solution of 0.5 g of 4,5,6-trifluoropyrimidine was added dropwise 1 ml toluene solution of 0.51 g of 3,5-dimethylpiperidine (cis/trans diastereomer=about 4/1) at 0° C., and the mixture was stirred for one-and-half hour at same temperature. The reaction mixture was subjected to silica gel column chromatography to obtain 0.83 g of 4,5-difluoro-6-(3,5-dimethylpiperidino)pyrimidine. This compound had the cis/trans diastereomers originated two methyls on the piperidine ring. The ... The reactants are P(=O)([O-])([O-])[O-] (Phosphate), C1(CCCCC1)NS(=O)(=O)C1=CC(=CC=C1)CO (N-cyclohexyl-3-(hydroxymethyl)benzenesulfonamide), [H-].[Na+] (sodium hydride), C[Si](CCOCCl)(C)C (2-(Trimethylsilyl)ethoxymethyl chloride). Solvent: O (water), CN(C)C=O (DMF). Reaction conditions: time 0.5 hour. The product is C1(CCCCC1)N(S(=O)(=O)C1=CC(=CC=C1)CO)COCC[Si](C)(C)C (N-Cyclohexyl-3-(hydroxymethyl)-N-({2-(trimethylsilyl)ethoxy}methyl)-benzenesulfonamide). Reaction SMILES: [CH:1]1([NH:7][S:8]([C:11]2[CH:16]=[CH:15][CH:14]=[C:13]([CH2:17][OH:18])[CH:12]=2)(=[O:10])=[O:9])[CH2:6][CH2:5][CH2:4][CH2:3][CH2:2]1.[H-].[Na+].[CH3:21][Si:22]([CH3:29])([CH3:28])[CH2:23][CH2:24][O:25][CH2:26]Cl.P([O-])([O-])([O-])=O>CN(C=O)C.O>[CH:1]1([N:7]([CH2:26][O:25][CH2:24][CH2:23][Si:22]([CH3:29])([CH3:28])[CH3:21])[S:8]([C:11]2[CH:16]=[CH:15][CH:14]=[C:13]([CH2:17][OH:18])[CH:12]=2)(=[O:9])=[O:10])[CH2:6][CH2:5][CH2:4][CH2:3][CH2:2]1 |f:1.2|. Reported procedure: A solution of N-cyclohexyl-3-(hydroxymethyl)benzenesulfonamide (1.744 g) in DMF (30 ml) under nitrogen was treated with sodium hydride (60% dispersion in mineral oil, 311 mg) and the mixture stirred at 20° for 0.5 h. 2-(Trimethylsilyl)ethoxymethyl chloride (1.15 ml) was added and the mixture was stirred for a further 2 h at 20°. Phosphate buffer solution (pH 6.5, 50 ml) and water (50 ml) were added and the mixture was extracted with EtOAc (2×50 ml). The combined extracts were washed with water (...